The task is: describe an organic reaction: reactants, conditions, products, and yield. This data is from the Open Reaction Database (ORD), a public repository of structured organic reaction records. Reactants: CC(C)([O-])C.[K+] (potassium tert.butoxide), COC1=CC2=C(CC(NC=C2)=O)C=C1OC (7,8-dimethoxy-1,3-dihydro-2H-3-benzazepin-2-one), C(C1=CC=CC=C1)N1CC(CCCC1)CBr (1-benzyl-3-bromomethyl-hexahydro-azepine). Solvent: C(C)(=O)OCC (ethyl acetate), CS(=O)C (dimethylsulphoxide). Reaction conditions: time 30 minute. Yields the product C(C1=CC=CC=C1)N1CC(CCCC1)CN1C=CC2=C(CC1=O)C=C(C(=C2)OC)OC (3[(N-Benzyl-hexahydro-azepin-3-yl)-methyl]-7,8-dimethoxy1,3-dihydro-2H-3-benzazepin-2-one). RXN SMILES: CC(C)([O-])C.[K+].[CH3:7][O:8][C:9]1[C:20]([O:21][CH3:22])=[CH:19][C:12]2[CH2:13][C:14](=[O:18])[NH:15][CH:16]=[CH:17][C:11]=2[CH:10]=1.[CH2:23]([N:30]1[CH2:36][CH2:35][CH2:34][CH2:33][CH:32]([CH2:37]Br)[CH2:31]1)[C:24]1[CH:29]=[CH:28][CH:27]=[CH:26][CH:25]=1>CS(C)=O.C(OCC)(=O)C>[CH2:23]([N:30]1[CH2:36][CH2:35][CH2:34][CH2:33][CH:32]([CH2:37][N:15]2[C:14](=[O:18])[CH2:13][C:12]3[CH:19]=[C:20]([O:21][CH3:22])[C:9]([O:8][CH3:7])=[CH:10][C:11]=3[CH:17]=[CH:16]2)[CH2:31]1)[C:24]1[CH:29]=[CH:28][CH:27]=[CH:26][CH:25]=1 |f:0.1|. Procedure: 2.3 g (0.02 mol) of potassium tert.butoxide are added to a solution of 4.4 g (0.02 mol) of 7,8-dimethoxy-1,3-dihydro-2H-3-benzazepin-2-one in 100ml of absolute dimethylsulphoxide. After stirring for 30 minutes at ambient temperature, 5.6 g (0.020 mol) of 1-benzyl-3-bromomethyl-hexahydro-azepine are added and the resulting mixture is stirred for 2 hours at ambient temperature. The reaction mixture is dissolved in ethyl acetate and extracted several times with water. The organic phase is dried ove... Reactants: COC1=CC=C(S1)C(=O)N (5-methoxy-2-thiophenecarboxamide), ClCC(=O)CCl (1,3-dichloroacetone). Yields the product ClCC=1N=C(OC1)C=1SC(=CC1)OC (4-chloromethyl-2-(5-methoxy-2-thienyl)oxazole). Isolated yield 1.2%. RXN SMILES: [CH3:1][O:2][C:3]1[S:7][C:6]([C:8]([NH2:10])=[O:9])=[CH:5][CH:4]=1.[Cl:11][CH2:12][C:13]([CH2:15]Cl)=O>>[Cl:11][CH2:12][C:13]1[N:10]=[C:8]([C:6]2[S:7][C:3]([O:2][CH3:1])=[CH:4][CH:5]=2)[O:9][CH:15]=1. Reported procedure: In substantially the same manner as in Reference Example 47, 5-methoxy-2-thiophenecarboxamide was allowed to react with 1,3-dichloroacetone to give 4-chloromethyl-2-(5-methoxy-2-thienyl)oxazole. The yield was 1.2%. Recrystallization from ethyl acetate-hexane gave colorless prisms, mp 64-65° C. The reactants are BrCC1CCC1, O=C([O-])[O-], CC1CN(c2ccc(N3CCNCC3)c(C3CCC(C)(C)CC3)c2)CC(C)O1, CCOC(C)=O, CN(C)C=O, [K+], [K+], [Na+], O=C([O-])O. The product is CC1CN(c2ccc(N3CCN(CC4CCC4)CC3)c(C3CCC(C)(C)CC3)c2)CC(C)O1. RXN SMILES: [Br:29][CH2:30][CH:31]1[CH2:32][CH2:33][CH2:34]1.[C:35](=[O:36])([O-:37])[O-:38].[CH3:1][C:2]1([CH3:28])[CH2:3][CH2:4][CH:5]([c:8]2[cH:9][c:10]([N:20]3[CH2:21][CH:22]([CH3:27])[O:23][CH:24]([CH3:26])[CH2:25]3)[cH:11][cH:12][c:13]2[N:14]2[CH2:15][CH2:16][NH:17][CH2:18][CH2:19]2)[CH2:6][CH2:7]1.[CH3:46][CH2:47][O:48][C:49](=[O:50])[CH3:51].[CH3:52][N:53]([CH3:54])[CH:55]=[O:56].[K+:39].[K+:40].[Na+:41].[OH:42][C:43](=[O:44])[O-:45]>>[CH3:1][C:2]1([CH3:28])[CH2:3][CH2:4][CH:5]([c:8]2[cH:9][c:10]([N:20]3[CH2:21][CH:22]([CH3:27])[O:23][CH:24]([CH3:26])[CH2:25]3)[cH:11][cH:12][c:13]2[N:14]2[CH2:15][CH2:16][N:17]([CH2:30][CH:31]3[CH2:32][CH2:33][CH2:34]3)[CH2:18][CH2:19]2)[CH2:6][CH2:7]1. The reactants are CCO, O=C1CCN(Cc2ccc([N+](=O)[O-])cc2)C(=O)C1=C1SC=CS1. The product is Nc1ccc(CN2CCC(=O)C(=C3SC=CS3)C2=O)cc1. RXN SMILES: [CH3:24][CH2:25][OH:26].[N+:1]([O-:2])(=[O:3])[c:4]1[cH:5][cH:6][c:7]([CH2:8][N:9]2[C:10](=[O:21])[C:11](=[C:16]3[S:17][CH:18]=[CH:19][S:20]3)[C:12](=[O:15])[CH2:13][CH2:14]2)[cH:22][cH:23]1>>[NH2:1][c:4]1[cH:5][cH:6][c:7]([CH2:8][N:9]2[C:10](=[O:21])[C:11](=[C:16]3[S:17][CH:18]=[CH:19][S:20]3)[C:12](=[O:15])[CH2:13][CH2:14]2)[cH:22][cH:23]1. The reactants are C(C)O (ethanol), [Cl-].[NH4+] (ammonium chloride), C(C)O (ethanol), FC1=CC(=C(C=C1F)C1=CC=C(C=C1)OCC1=CC(=CC=C1)[N+](=O)[O-])OC (4,5-difluoro-2-methoxy-4′-(3-nitro-benzyloxy)-biphenyl). The reagents and catalysts are [Zn] (zinc). The solvent is C(C)(=O)OCC (ethyl acetate). Product: FC1=CC(=C(C=C1F)C1=CC=C(C=C1)OCC=1C=C(C=CC1)N)OC (3-(4′,5′-difluoro-2′-methoxy-biphenyl-4-yloxymethyl)-phenylamine). The yield is 102.5%. As a reaction SMILES: [F:1][C:2]1[C:7]([F:8])=[CH:6][C:5]([C:9]2[CH:14]=[CH:13][C:12]([O:15][CH2:16][C:17]3[CH:22]=[CH:21][CH:20]=[C:19]([N+:23]([O-])=O)[CH:18]=3)=[CH:11][CH:10]=2)=[C:4]([O:26][CH3:27])[CH:3]=1.C(O)C.[Cl-].[NH4+]>[Zn].C(OCC)(=O)C>[F:1][C:2]1[C:7]([F:8])=[CH:6][C:5]([C:9]2[CH:10]=[CH:11][C:12]([O:15][CH2:16][C:17]3[CH:18]=[C:19]([NH2:23])[CH:20]=[CH:21][CH:22]=3)=[CH:13][CH:14]=2)=[C:4]([O:26][CH3:27])[CH:3]=1 |f:2.3|. Reported procedure: To a flask containing 4,5-difluoro-2-methoxy-4′-(3-nitro-benzyloxy)-biphenyl (1.49 g, 4.0 mmol) was added ethanol (40 ml), zinc (2.5 g, 40 mmol) and ammonium chloride (3.2 g, 60.2 mmol). Additional solvent was added over time, ethanol (30 mL at 15 min) and ethyl acetate (10 mL at 45 min). After 1 hr the reaction was filtered through Celite, concentrated, diluted with ethyl acetate (100 mL), washed with saturated aqueous sodium bicarbonate (200 mL) and brine (100 mL), dried over magnesium sulfate... Reactants: ClC1=C(N)C=CC(=C1Cl)C1=CC=NC=C1 (2,3-Dichloro-4-(pyridin-4-yl)aniline), NC=1C=C2C(=CNC2=CC1)C1CCN(CC1)C (5-Amino-3-(1-methylpiperidin-4-yl)-1H-indole), ClC(Cl)(OC(OC(Cl)(Cl)Cl)=O)Cl (triphosgene). The solvent is C(C)N(CC)CC (triethylamine). The product is ClC1=C(C=CC(=C1Cl)C1=CC=NC=C1)NC(=O)NC=1C=C2C(=CNC2=CC1)C1CCN(CC1)C (N-[2,3-Dichloro-4-(pyridin-4-yl)phenyl]-N′-[3-(1-methylpiperidin-4-yl)indol-5-yl]-urea), solid. RXN SMILES: [Cl:1][C:2]1[C:8]([Cl:9])=[C:7]([C:10]2[CH:15]=[CH:14][N:13]=[CH:12][CH:11]=2)[CH:6]=[CH:5][C:3]=1[NH2:4].[NH2:16][C:17]1[CH:18]=[C:19]2[C:23](=[CH:24][CH:25]=1)[NH:22][CH:21]=[C:20]2[CH:26]1[CH2:31][CH2:30][N:29]([CH3:32])[CH2:28][CH2:27]1.Cl[C:34](Cl)([O:36]C(=O)OC(Cl)(Cl)Cl)Cl>C(N(CC)CC)C>[Cl:1][C:2]1[C:8]([Cl:9])=[C:7]([C:10]2[CH:15]=[CH:14][N:13]=[CH:12][CH:11]=2)[CH:6]=[CH:5][C:3]=1[NH:4][C:34]([NH:16][C:17]1[CH:18]=[C:19]2[C:23](=[CH:24][CH:25]=1)[NH:22][CH:21]=[C:20]2[CH:26]1[CH2:31][CH2:30][N:29]([CH3:32])[CH2:28][CH2:27]1)=[O:36]. Procedure: The title compound was prepared in a similar manner to Example 1 from 2,3-dichloro-4-(pyridin-4-yl)aniline (D9, 0.20 g, 0.85 mmole), 5-amino-3-(1-methylpiperidin-4-yl)-1H-indole (D2, 0.15 g, 0.66 mmole), triphosgene (0.10 g, 0.34 mmole) and triethylamine (0.30 ml). This was obtained as a pink white solid (0.18 g). Reactants: BrCCCCCOC=1C=C2CCC(NC2=CC1)=O (6-(5-bromo-pentoxy)-3,4-dihydro-carbostyril), C1(=CC=CC=C1)S (thiophenol). Product: C1(=CC=CC=C1)SCCCCCOC=1C=C2CCC(NC2=CC1)=O (6-(5-Phenylmercapto-pentoxy)-3,4-dihydro-carbostyril). RXN SMILES: Br[CH2:2][CH2:3][CH2:4][CH2:5][CH2:6][O:7][C:8]1[CH:9]=[C:10]2[C:15](=[CH:16][CH:17]=1)[NH:14][C:13](=[O:18])[CH2:12][CH2:11]2.[C:19]1([SH:25])[CH:24]=[CH:23][CH:22]=[CH:21][CH:20]=1>>[C:19]1([S:25][CH2:2][CH2:3][CH2:4][CH2:5][CH2:6][O:7][C:8]2[CH:9]=[C:10]3[C:15](=[CH:16][CH:17]=2)[NH:14][C:13](=[O:18])[CH2:12][CH2:11]3)[CH:24]=[CH:23][CH:22]=[CH:21][CH:20]=1. Procedure details: Prepared analogous to Example 1 from 6-(5-bromo-pentoxy)-3,4-dihydro-carbostyril and thiophenol. Reaction SMILES: [CH2:1]([CH3:2])[CH:3]1[C:4](=[O:24])[NH:5][c:6]2[cH:7][cH:8][c:9]([F:23])[cH:10][c:11]2[N:12]1[C:13]([c:14]1[cH:15][cH:16][c:17]([O:20][CH3:21])[cH:18][cH:19]1)=[O:22].[O:50]1[CH2:51][CH2:52][CH2:53][CH2:54]1.[OH:25][CH:26]1[CH2:27][CH2:28][CH2:29][CH2:30]1.[c:31]1([P:32]([c:33]2[cH:34][cH:35][cH:36][cH:37][cH:38]2)[c:39]2[cH:40][cH:41][cH:42][cH:43][cH:44]2)[cH:45][cH:46][cH:47][cH:48][cH:49]1>>[CH2:1]([CH3:2])[CH:3]1[C:4](=[O:24])[N:5]([CH:26]2[CH2:27][CH2:28][CH2:29][CH2:30]2)[c:6]2[cH:7][cH:8][c:9]([F:23])[cH:10][c:11]2[N:12]1[C:13]([c:14]1[cH:15][cH:16][c:17]([O:20][CH3:21])[cH:18][cH:19]1)=[O:22]. Reactants: CCC1C(=O)Nc2ccc(F)cc2N1C(=O)c1ccc(OC)cc1, C1CCOC1, OC1CCCC1, c1ccc(P(c2ccccc2)c2ccccc2)cc1. The product is CCC1C(=O)N(C2CCCC2)c2ccc(F)cc2N1C(=O)c1ccc(OC)cc1.